This data is from the Open Reaction Database (ORD), a public repository of structured organic reaction records. The task is: describe an organic reaction: reactants, conditions, products, and yield Reactants: C(C)OC(C=CC1=CC2=C(NC(C2)=O)S1)=O (3-(5-Oxo-5,6-dihydro-4H-thieno[2,3-b]pyrrol-2-yl)-acrylic acid ethyl ester), ice water, N1C(=CC=C1)C=O (Pyrrole-2-carboxaldehyde). Solvent: N1CCCCC1 (piperidine), CC(C)O (2-propanol). Reaction conditions: temperature 75 celsius. Yields the product C(C)OC(\C=C/C1=CC2=C(NC(C2=CC=2NC=CC2)=O)S1)=O ((Z)-3-[5-Oxo-4-(1H-pyrrol-2-ylmethylene)-5,6-dihydro-4H-thieno[2,3-b]pyrrol-2-yl]-acrylic acid ethyl ester). The yield is 24.5%. As a reaction SMILES: [CH2:1]([O:3][C:4](=[O:16])[CH:5]=[CH:6][C:7]1[S:15][C:10]2[NH:11][C:12](=[O:14])[CH2:13][C:9]=2[CH:8]=1)[CH3:2].[NH:17]1[CH:21]=[CH:20][CH:19]=[C:18]1[CH:22]=O>N1CCCCC1.CC(O)C>[CH2:1]([O:3][C:4](=[O:16])/[CH:5]=[CH:6]\[C:7]1[S:15][C:10]2[NH:11][C:12](=[O:14])[C:13](=[CH:22][C:18]3[NH:17][CH:21]=[CH:20][CH:19]=3)[C:9]=2[CH:8]=1)[CH3:2]. Reported procedure: 3-(5-Oxo-5,6-dihydro-4H-thieno[2,3-b]pyrrol-2-yl)-acrylic acid ethyl ester (30 mg, 0.13 mmol) was dissolved in a solution of 1% piperidine in 2-propanol (1 ml). Pyrrole-2-carboxaldehyde (0.15 mmol, 14 mg) was added in one portion and the mixture heated at 75° C. for 30 minutes. The reaction mixture was poured into an ice/water mixture (4 ml) and the precipitated solid was collected by filtration and washed with water to give 10 mg of (Z)-3-[5-Oxo-4-(1H-pyrrol-2-ylmethylene)-5,6-dihydro-4H-thieno... The reactants are 2.0, C(C)(=O)C1=C(C=C2C(C(=CN(C2=C1)CC)C(=O)OCC)=O)F (ethyl 7-acetyl-1-ethyl-6-fluoro-1,4-dihydro-4-oxo-3-quinolinecarboxylate), C(C)(C)(C)OC(N(C)C)OC(C)(C)C (bis-t-butoxydimethylaminomethane). Run in CN(C=O)C (dimethylformamide). Run at temperature 70 celsius. Product: C(C)OC(=O)C1=CN(C2=CC(=C(C=C2C1=O)F)C(=O)C=CN(C)C)CC (7-(2'-dimethylaminoethenyl)carbonyl-1-ethyl-6-fluoro-1,4-dihydro-4-oxo-3-quinolinecarboxylic acid ethyl ester). Reaction SMILES: [C:1]([C:4]1[CH:13]=[C:12]2[C:7]([C:8](=[O:21])[C:9]([C:16]([O:18][CH2:19][CH3:20])=[O:17])=[CH:10][N:11]2[CH2:14][CH3:15])=[CH:6][C:5]=1[F:22])(=[O:3])[CH3:2].C(O[CH:28](OC(C)(C)C)[N:29]([CH3:31])[CH3:30])(C)(C)C>CN(C)C=O>[CH2:19]([O:18][C:16]([C:9]1[C:8](=[O:21])[C:7]2[C:12](=[CH:13][C:4]([C:1]([CH:2]=[CH:28][N:29]([CH3:31])[CH3:30])=[O:3])=[C:5]([F:22])[CH:6]=2)[N:11]([CH2:14][CH3:15])[CH:10]=1)=[O:17])[CH3:20]. Procedure details: To 2.0 (6.5 mmol) of ethyl 7-acetyl-1-ethyl-6-fluoro-1,4-dihydro-4-oxo-3-quinolinecarboxylate in 50 ml of dimethylformamide was added 1.71 ml (1.25 eq) of bis-t-butoxydimethylaminomethane. The mixture was heated at 70° C. for 18 hours. The mixture was then concentrated and the residue treated with ether and filtered to give 1.95 g of 7-(2'-dimethylaminoethenyl)carbonyl-1-ethyl-6-fluoro-1,4-dihydro-4-oxo-3-quinolinecarboxylic acid ethyl ester, mp 176°-179° C. Reactants: CC1=CC=CC(=C1NCCC)OCCOCCOC (6-methyl-2-[2-(2-methoxyethoxy)ethoxy]-N-2-methylethyl aniline), [OH-].[Na+] (sodium hydroxide), ClCC(=O)Cl (chloroacetyl chloride). The solvent is C(Cl)Cl (methylene chloride). Reaction conditions: time 10 minute. Yields the product CCCN(C(C)=O)C1=C(C=CC=C1C)OCCOCCOC (N-2-methylethyl-N-[6-methyl-2-(2-(2-methoxyethoxy)ethoxy)phenyl]acetamide). Yield: 39.0%. As a reaction SMILES: [CH3:1][C:2]1[C:7]([NH:8][CH2:9][CH2:10][CH3:11])=[C:6]([O:12][CH2:13][CH2:14][O:15][CH2:16][CH2:17][O:18][CH3:19])[CH:5]=[CH:4][CH:3]=1.[OH-].[Na+].Cl[CH2:23][C:24](Cl)=[O:25]>C(Cl)Cl>[CH3:11][CH2:10][CH2:9][N:8]([C:7]1[C:2]([CH3:1])=[CH:3][CH:4]=[CH:5][C:6]=1[O:12][CH2:13][CH2:14][O:15][CH2:16][CH2:17][O:18][CH3:19])[C:24](=[O:25])[CH3:23] |f:1.2|. Reported procedure: A mixture containing a portion of the 6-methyl-2-[2-(2-methoxyethoxy)ethoxy]-N-2-methylethyl aniline (5.34 g; 0.02 mole) and sodium hydroxide (0.88 g; 0.22 mole) in 150 ml. of methylene chloride was cooled to 10° C. To the reaction mixture was added dropwise chloroacetyl chloride (2.5 g; 0.022 mole) and the resulting mixture was stirred for 10 minutes. The layers were separated and the organic methylene chloride layer was washed with water, dried over magnesium sulfate and concentrated in vacuo ... Starting materials: [H][H] (hydrogen), Cl.NC1=NC(CC2=CC=CC=C12)C1=CC=NC=C1 (1-amino-3-(4-pyridyl)-3,4-dihydroisoquinoline hydrochloride). The reagents and catalysts are [Pt]=O (platinum oxide). The solvent is CO (methanol), CO (methanol), Cl (hydrochloric acid). Yields the product Cl.NC1=NC(CC2=CC=CC=C12)C1CCNCC1 (1-Amino-3-(4-piperidyl)-3,4-dihydroisoquinoline hydrochloride). Yield: 82.0%. RXN SMILES: [ClH:1].[NH2:2][C:3]1[C:12]2[C:7](=[CH:8][CH:9]=[CH:10][CH:11]=2)[CH2:6][CH:5]([C:13]2[CH:18]=[CH:17][N:16]=[CH:15][CH:14]=2)[N:4]=1.[H][H]>CO.Cl.[Pt]=O>[ClH:1].[NH2:2][C:3]1[C:12]2[C:7](=[CH:8][CH:9]=[CH:10][CH:11]=2)[CH2:6][CH:5]([CH:13]2[CH2:18][CH2:17][NH:16][CH2:15][CH2:14]2)[N:4]=1 |f:0.1,6.7|. Reported procedure: A slurry of platinum oxide (8 mg, 10 moll) in methanol (1 ml) was added to a solution of 1-amino-3-(4-pyridyl)-3,4-dihydroisoquinoline hydrochloride (Example 28) (150 mg, 0.578 mmol) in methanol and concentrated hydrochloric acid (0.4 ml), and stirred under 3 atmospheres of hydrogen for 16 h. The mixture was filtered through celite and evaporated. The residue was purified by RP-HPLC to yield a white hygroscope solid (126 mg). [M+H]+ 230; 360 MHz 1H n.m.r (d6 -DMSO) 10.30 (1H, s), 9.43 (1H, s), 9... Starting materials: C(C1=CC=CC=C1)N (benzylamine), ClC=1C2=C(N=C(N1)C=1C=NC=CC1)SC(=C2)Cl (4-chloro-2-(pyridin-3-yl)-6-chloro-thieno-[2,3-d]-pyrimidine). Product: N1=CC(=CC=C1)C=1N=C(C2=C(N1)SC(=C2)Cl)NCC2=CC=CC=C2 (2-(pyridin-3-yl)-4-benzylamino-6-chloro-thieno-[2,3-d]-pyrimidine). RXN SMILES: [CH2:1]([NH2:8])[C:2]1[CH:7]=[CH:6][CH:5]=[CH:4][CH:3]=1.Cl[C:10]1[C:11]2[CH:24]=[C:23]([Cl:25])[S:22][C:12]=2[N:13]=[C:14]([C:16]2[CH:17]=[N:18][CH:19]=[CH:20][CH:21]=2)[N:15]=1>>[N:18]1[CH:19]=[CH:20][CH:21]=[C:16]([C:14]2[N:15]=[C:10]([NH:8][CH2:1][C:2]3[CH:7]=[CH:6][CH:5]=[CH:4][CH:3]=3)[C:11]3[CH:24]=[C:23]([Cl:25])[S:22][C:12]=3[N:13]=2)[CH:17]=1. Procedure: With the procedure of Example 1, the reaction of benzylamine with 4-chloro-2-(pyridin-3-yl)-6-chloro-thieno-[2,3-d]-pyrimidine yields 2-(pyridin-3-yl)-4-benzylamino-6-chloro-thieno-[2,3-d]-pyrimidine. Reactants: ClC=1C=C(C=C(C1SC1=CC2=CC=CC=C2C=C1)Cl)N (3,5-dichloro-4-(napthalen-2-ylsulfanyl)-phenylamine), N1=CC=CC=C1 (pyridine), IC1=CC=C(C=C1)S(=O)(=O)Cl (4-iodobenzenesulfonyl chloride). Solvent: C1CCOC1 (THF). Yields the product ClC=1C=C(C=C(C1SC1=CC2=CC=CC=C2C=C1)Cl)NS(=O)(=O)C1=CC=C(C=C1)I (N-[3,5-Dichloro-4-(naphthalen-2-ylsulfanyl)-phenyl]-4-iodo-benzenesulfonamide). The yield is 92.2%. RXN SMILES: [Cl:1][C:2]1[CH:3]=[C:4]([NH2:20])[CH:5]=[C:6]([Cl:19])[C:7]=1[S:8][C:9]1[CH:18]=[CH:17][C:16]2[C:11](=[CH:12][CH:13]=[CH:14][CH:15]=2)[CH:10]=1.N1C=CC=CC=1.[I:27][C:28]1[CH:33]=[CH:32][C:31]([S:34](Cl)(=[O:36])=[O:35])=[CH:30][CH:29]=1>C1COCC1>[Cl:19][C:6]1[CH:5]=[C:4]([NH:20][S:34]([C:31]2[CH:32]=[CH:33][C:28]([I:27])=[CH:29][CH:30]=2)(=[O:36])=[O:35])[CH:3]=[C:2]([Cl:1])[C:7]=1[S:8][C:9]1[CH:18]=[CH:17][C:16]2[C:11](=[CH:12][CH:13]=[CH:14][CH:15]=2)[CH:10]=1. Procedure details: The title compound was prepared using the method of example 94, starting with 3,5-dichloro-4-(naphthalen-2-ylsulfanyl)-phenylamine (90) (150 mg, 0.47 mmol), pyridine (Aldrich, 0.19 mL, 2.34 mmol) and 4-iodobenzenesulfonyl chloride (Acros, 155 mg, 0.52 mmol) in THF. 254 mg (93%) of 101 was obtained as a pale yellow solid. The reactants are C(=O)C1=CN(C=2N=CC=C(C21)C(=O)OC)C(=O)OC(C)(C)C (1-tert-butyl 4-methyl 3-formyl-1H-pyrrolo[2,3-b]pyridine-1,4-dicarboxylate), NC1CN(CCC1)C(=O)OC(C)(C)C (tert-butyl 3-aminopiperidine-1-carboxylate), [B-]C#N.[Na+] (Sodium cyanotrihydroborate). Run in CO.C(C)(=O)O (MeOH Acetic Acid). Conditions: time 1 hour. The product is C(C)(C)(C)OC(=O)N1CC(CCC1)NCC1=CNC=2N=CC=C(C21)C(=O)OC (methyl 3-((1-(tert-butoxycarbonyl) piperidin-3-ylamino)methyl)-1H-pyrrolo[2,3-b]pyridine-4-carboxylate). Yield: 79.0%. As a reaction SMILES: [CH:1]([C:3]1[C:11]2[C:10]([C:12]([O:14][CH3:15])=[O:13])=[CH:9][CH:8]=[N:7][C:6]=2[N:5](C(OC(C)(C)C)=O)[CH:4]=1)=O.[NH2:23][CH:24]1[CH2:29][CH2:28][CH2:27][N:26]([C:30]([O:32][C:33]([CH3:36])([CH3:35])[CH3:34])=[O:31])[CH2:25]1.[B-]C#N.[Na+]>CO.C(O)(=O)C>[C:33]([O:32][C:30]([N:26]1[CH2:27][CH2:28][CH2:29][CH:24]([NH:23][CH2:1][C:3]2[C:11]3[C:10]([C:12]([O:14][CH3:15])=[O:13])=[CH:9][CH:8]=[N:7][C:6]=3[NH:5][CH:4]=2)[CH2:25]1)=[O:31])([CH3:36])([CH3:34])[CH3:35] |f:2.3,4.5|. Reported procedure: To a solution of 1-tert-butyl 4-methyl 3-formyl-1H-pyrrolo[2,3-b]pyridine-1,4-dicarboxylate (304 mg, 1.00 mmol) in 9:1 MeOH-Acetic Acid (2 mL) at 0° C. was added tert-butyl 3-aminopiperidine-1-carboxylate (300 mg, 1.50 mmol) and the reaction mixture was stirred at rt for 1 h. Sodium cyanotrihydroborate (314 mg, 5.00 mmol) was added slowly portion wise and the reaction mixture was stirred at rt over night, quenched with water, and extracted with ethyl acetate. The combined organic layers were was...